Dataset: the Open Reaction Database (ORD), a public repository of structured organic reaction records. Task: describe an organic reaction: reactants, conditions, products, and yield The solvent is C(Cl)Cl (methylene chloride). Yields the product ClC1=CC(=C(NC2=NC=NC3=CC(=C(C=C23)OC)OCC2CCNCC2)C(=C1)F)F (4-(4-chloro-2,6-difluoroanilino)-6-methoxy-7-(piperidin-4-ylmethoxy)quinazoline). Reaction SMILES: C(OC([N:8]1[CH2:13][CH2:12][CH:11]([CH2:14][O:15][C:16]2[CH:25]=[C:24]3[C:19]([C:20]([NH:26][C:27]4[C:32]([F:33])=[CH:31][C:30]([Cl:34])=[CH:29][C:28]=4[F:35])=[N:21][CH:22]=[N:23]3)=[CH:18][C:17]=2[O:36][CH3:37])[CH2:10][CH2:9]1)=O)(C)(C)C.C(O)(C(F)(F)F)=O>C(Cl)Cl>[Cl:34][C:30]1[CH:31]=[C:32]([F:33])[C:27]([NH:26][C:20]2[C:19]3[C:24](=[CH:25][C:16]([O:15][CH2:14][CH:11]4[CH2:12][CH2:13][NH:8][CH2:9][CH2:10]4)=[C:17]([O:36][CH3:37])[CH:18]=3)[N:23]=[CH:22][N:21]=2)=[C:28]([F:35])[CH:29]=1. The yield is 23.0%. Starting materials: C(C)(C)(C)OC(=O)N1CCC(CC1)COC1=C(C=C2C(=NC=NC2=C1)NC1=C(C=C(C=C1F)Cl)F)OC (7-(1-(tert-butoxycarbonyl)piperidin-4-ylmethoxy)-4-(4-chloro-2,6-difluoroanilino)-6-methoxyquinazoline), C(=O)(C(F)(F)F)O (TFA). Procedure details: Using an analogous procedure to that described in Example 9, 7-(1-(tert-butoxycarbonyl)piperidin-4-ylmethoxy)-4-(4-chloro-2,6-difluoroanilino)-6-methoxyquinazoline (95 mg, 0.2 mmol) in methylene chloride (2 ml) was treated with TFA (800 μl) to give 4-(4-chloro-2,6-difluoroanilino)-6-methoxy-7-(piperidin-4-ylmethoxy)quinazoline (20 mg, 26%).